From a dataset of the Open Reaction Database (ORD), a public repository of structured organic reaction records. describe an organic reaction: reactants, conditions, products, and yield Starting materials: aryl iodides, thiols, IC=1C=C2C=CNC2=CC1 (5-iodoindole), C(C)(C)C1=C(C=CC=C1)S (2-isopropylthiophenol), IC1=C(C=CC=C1)C (2-iodotoluene), heterocyclic substrates, C1(=CC=CC=C1)O (phenol), carboxylic acid, ketone, ester, amide, C(=O)([O-])[O-].[K+].[K+] (K2CO3), C(CO)O (ethylene glycol). Reported procedure: Thus, a system comprising 5 mol % of CuI, 2 equiv of K2CO3 and 2 equiv of ethylene glycol in isopropanol (without pre-drying and degassing) at 80° C. under argon was applied for the coupling of various functionalized aryl iodides with thiols. Both aromatic and aliphatic NH2 groups, phenol, carboxylic acid, ketone, ester, amide and aldehyde functional groups are tolerated under these reaction conditions. No deleterious effect is observed when heterocyclic substrates, such as 5-iodoindole, are use... Solvent: C(C)(C)O (isopropanol). Yields the product C(C)(C)C1=C(C=CC=C1)I (2-isopropyliodobenzene), C(C)(C)C1=C(C=CC=C1)S (2-isopropylthiophenol). Reagents/catalysts: [Cu]I (CuI). As a reaction SMILES: C([O-])([O-])=O.[K+].[K+].C(O)CO.C1(O)C=CC=CC=1.[I:18]C1C=C2C(=CC=1)NC=C2.[CH:28]([C:31]1[CH:36]=[CH:35][CH:34]=[CH:33][C:32]=1[SH:37])([CH3:30])[CH3:29].IC1C=CC=CC=1C>C(O)(C)C.[Cu]I>[CH:28]([C:31]1[CH:36]=[CH:35][CH:34]=[CH:33][C:32]=1[I:18])([CH3:30])[CH3:29].[CH:28]([C:31]1[CH:36]=[CH:35][CH:34]=[CH:33][C:32]=1[SH:37])([CH3:30])[CH3:29] |f:0.1.2|. Starting materials: C(C)(=O)OCC(CBr)Br (2,3-dibromopropyl acetate), CO (methanol), [OH-].[Na+] (sodium hydroxide). Solvent: O (water), O (water). Run at time 5 hour. The product is C(C)(=O)OCC(CBr)Br (2,3-dibromopropyl acetate), C(Br)C1CO1 (epibromohydrin). The yield is 38.0%. As a reaction SMILES: [C:1]([O:4][CH2:5][CH:6]([Br:9])[CH2:7][Br:8])(=[O:3])[CH3:2].CO.[OH-].[Na+]>O>[C:1]([O:4][CH2:5][CH:6]([Br:9])[CH2:7][Br:8])(=[O:3])[CH3:2].[CH2:7]([CH:6]1[O:4][CH2:5]1)[Br:8] |f:2.3|. Procedure: In a 500-ml flask, 65 g of 2,3-dibromopropyl acetate (0.25 mole), 10 ml of water, 100 ml of methanol and 44 g of 50 percent sodium hydroxide (0.55 mole) are mixed giving an exothermic reaction. The mixture is then stirred at 60° C.-65° C. for 5 hours and allowed to cool. To this mixture is added 200 ml of water but no phasing occurs. The water phase is extracted twice with 150-ml portions of methylene chloride and these layers dried over sodium sulfate, filtered and distilled to give a 100 perce...